This data is from the Open Reaction Database (ORD), a public repository of structured organic reaction records. The task is: describe an organic reaction: reactants, conditions, products, and yield Isolated yield 69.9%. Reagents/catalysts: [Fe] (iron). The solvent is CO (methanol). Yields the product C(C)(C)(C)OC(CC1(CCCC1)C1=CC=C(C=C1)N)=O ([1-(4-Amino-phenyl)-cyclopentyl]-acetic acid tert-butyl ester). Starting materials: C(C)(C)(C)OC(CC1(CCCC1)C1=CC=C(C=C1)[N+](=O)[O-])=O ([1-(4-nitro-phenyl)-cyclopentyl]-acetic acid tert-butyl ester), O (water), [Cl-].[NH4+] (ammonium chloride). Reaction SMILES: [C:1]([O:5][C:6](=[O:22])[CH2:7][C:8]1([C:13]2[CH:18]=[CH:17][C:16]([N+:19]([O-])=O)=[CH:15][CH:14]=2)[CH2:12][CH2:11][CH2:10][CH2:9]1)([CH3:4])([CH3:3])[CH3:2].O.[Cl-].[NH4+]>CO.[Fe]>[C:1]([O:5][C:6](=[O:22])[CH2:7][C:8]1([C:13]2[CH:18]=[CH:17][C:16]([NH2:19])=[CH:15][CH:14]=2)[CH2:12][CH2:11][CH2:10][CH2:9]1)([CH3:4])([CH3:2])[CH3:3] |f:2.3|. Procedure: A stirred solution of [1-(4-nitro-phenyl)-cyclopentyl]-acetic acid tert-butyl ester [1.0 g, Reference Example 6(a)] in methanol (40 mL) was treated with water (40 mL), ammonium chloride (0.87 g) and iron powder (325 mesh, 0.55 g). The mixture was stirred at gentle reflux for 2.5 hours and then the hot mixture was filtered through hyflo. The filter pad was washed well with methanol. The combined filtrate and washings was evaporated and the residue was partitioned between ethyl acetate and water. ... Starting materials: ClC(=C[C@@H]1C([C@H]1C(=O)Cl)(C)C)Cl (trans-3-(2,2-dichloroethenyl)-2,2-dimethylcyclopropanecarbonyl chloride), ClC(=C[C@@H]1C([C@H]1C(=O)OCC1=CC=CC2=C1CCCC1=C2C=CC=C1)(C)C)Cl ((6,7-dihydro-5H-dibenzo-[a,c]cyclohepten-4-yl)methyl trans-3-(2,2-dichloroethenyl)-2,2-dimethylcyclopropanecarboxylate). The product is ClC(=CC1C(C1C(=O)OCC1=CC=CC2=C1CCCC1=C2C=CC=C1)(C)C)Cl ((6,7-Dihydro-5H-dibenzo[a,c]cyclohepten-4-yl)methyl 3-(2,2-dichloroethenyl)-2,2-dimethylcyclopropanecarboxylate). As a reaction SMILES: ClC(Cl)=C[C@H]1[C@H](C(Cl)=O)C1(C)C.[Cl:13][C:14]([Cl:40])=[CH:15][C@H:16]1[C@H:18]([C:19]([O:21][CH2:22][C:23]2[C:28]3[CH2:29][CH2:30][CH2:31][C:32]4[CH:37]=[CH:36][CH:35]=[CH:34][C:33]=4[C:27]=3[CH:26]=[CH:25][CH:24]=2)=[O:20])[C:17]1([CH3:39])[CH3:38]>>[Cl:13][C:14]([Cl:40])=[CH:15][CH:16]1[CH:18]([C:19]([O:21][CH2:22][C:23]2[C:28]3[CH2:29][CH2:30][CH2:31][C:32]4[CH:37]=[CH:36][CH:35]=[CH:34][C:33]=4[C:27]=3[CH:26]=[CH:25][CH:24]=2)=[O:20])[C:17]1([CH3:38])[CH3:39]. Procedure details: Similarly, but employing trans-3-(2,2-dichloroethenyl)-2,2-dimethylcyclopropanecarbonyl chloride, (6,7-dihydro-5H-dibenzo-[a,c]cyclohepten-4-yl)methyl trans-3-(2,2-dichloroethenyl)-2,2-dimethylcyclopropanecarboxylate was prepared. The reactants are c1ccc2c(c1)CCNC2, ClC(Cl)Cl, O=C(OC(Cl)(Cl)Cl)OC(Cl)(Cl)Cl. Yields the product O=C(Cl)N1CCc2ccccc2C1. Reaction SMILES: [CH2:1]1[NH:2][CH2:3][CH2:4][c:5]2[cH:6][cH:7][cH:8][cH:9][c:10]21.[CH:23]([Cl:24])([Cl:25])[Cl:26].[Cl:11][C:12]([Cl:13])([O:14][C:15](=[O:16])[O:17][C:18]([Cl:19])([Cl:20])[Cl:21])[Cl:22]>>[CH2:1]1[N:2]([C:12]([Cl:11])=[O:14])[CH2:3][CH2:4][c:5]2[cH:6][cH:7][cH:8][cH:9][c:10]21.